Dataset: the Open Reaction Database (ORD), a public repository of structured organic reaction records. Task: describe an organic reaction: reactants, conditions, products, and yield Reactants: NC1=NC=C(C=C1N)Br (2,3-diamino-5-bromopyridine), BrC(C(C)=O)C (3-bromo-2-butanone). Solvent: C(C)O (ethanol). The product is NC=1C=2N(C=C(C1)Br)C(=C(N2)C)C (8-amino-6-bromo-2,3-dimethylimidazo[1,2-a]pyridine). As a reaction SMILES: [NH2:1][C:2]1[C:7]([NH2:8])=[CH:6][C:5]([Br:9])=[CH:4][N:3]=1.Br[CH:11]([CH3:15])[C:12](=O)[CH3:13]>C(O)C>[NH2:8][C:7]1[C:2]2[N:3]([C:11]([CH3:15])=[C:12]([CH3:13])[N:1]=2)[CH:4]=[C:5]([Br:9])[CH:6]=1. Procedure: A solution of 2,3-diamino-5-bromopyridine (4.0 g, 21.29 mmol) and 3-bromo-2-butanone (3.7 g, 24.48 mmol) in ethanol (40 ml) was refluxed overnight. After cooling to room temperature, the crystalline product was filtered and washed with ethanol and ether. The crystals were dissolved in methylene chloride and neutralized by aqueous NaHCO3. The organic layer was separated, dried over Na2SO4 and evaporated in vacuo. Yield 2.3 g. The reactants are COC(=O)CC1CCCN1C(=O)OC(C)(C)C, CO, [Na+], [OH-]. Yields the product CC(C)(C)OC(=O)N1CCCC1CC(=O)O. As a reaction SMILES: [CH3:1][O:2][C:3]([CH2:4][CH:5]1[N:6]([C:10](=[O:11])[O:12][C:13]([CH3:14])([CH3:15])[CH3:16])[CH2:7][CH2:8][CH2:9]1)=[O:17].[CH3:20][OH:21].[Na+:19].[OH-:18]>>[O:2]=[C:3]([CH2:4][CH:5]1[N:6]([C:10](=[O:11])[O:12][C:13]([CH3:14])([CH3:15])[CH3:16])[CH2:7][CH2:8][CH2:9]1)[OH:17]. Reactants: ClC1=NC=CC(=N1)Cl (2,4-Dichloropyrimidine), C(CCC)O (n-butanol), NCCCO (3-amino-1-propanol). Solvent: O (water), O (water). Reaction conditions: time 24 hour. The product is ClC1=NC=CC(=N1)NCCCO (2-chloro-4-(3-hydroxypropylamino)pyrimidine). The yield is 49.4%. As a reaction SMILES: [Cl:1][C:2]1[N:7]=[C:6](Cl)[CH:5]=[CH:4][N:3]=1.C(O)CCC.[NH2:14][CH2:15][CH2:16][CH2:17][OH:18]>O>[Cl:1][C:2]1[N:7]=[C:6]([NH:14][CH2:15][CH2:16][CH2:17][OH:18])[CH:5]=[CH:4][N:3]=1. Procedure: 2,4-Dichloropyrimidine (4.5 g, 0.03 m) in an n-butanol (50 ml)-water (50 ml) mixture is reacted with 3-amino-1-propanol (4.5 g, 0.06 m) following the procedure of Example 1. After stirring at room temperature for 24 hours, water (200 ml) is added, the mixture is extracted with methylene chloride (3×200 ml), the combined organic extracts are washed well with water, dried, and concentrated. Recrystallization of the solid residue from methylene chloride/hexane yields 2.8 g of 2-chloro-4-(3-hydroxyp... Starting materials: NO (NH2OH), Cl (HCl), [OH-].[K+] (KOH), C(C)(C)(C)OC(CN(CC(=O)OC(C)(C)C)S(=O)(=O)C1=CC=C(C=C1)OC1=CC=C(C=C1)Br)=O ({[4-(4-Bromophenoxy)-benzenesulphonyl]-tert-butoxycarbonylmethyl-amino}-aceticacid tert-butyl ester), CN1CCOCC1 (NMM). Solvent: CO (MeOH), C1CCOC1 (THF). Conditions: temperature 0 celsius, time 40 minute. Product: BrC1=CC=C(OC2=CC=C(C=C2)S(=O)(=O)N(CC(NO)=O)CC(=O)O)C=C1 ({[4-(4-Bromo-phenoxy)-benzenesulphonyl]-hydroxycarbamoylmethyl-amino}-acetic acid). As a reaction SMILES: C([O:5][C:6](=O)[CH2:7][N:8]([S:17]([C:20]1[CH:25]=[CH:24][C:23]([O:26][C:27]2[CH:32]=[CH:31][C:30]([Br:33])=[CH:29][CH:28]=2)=[CH:22][CH:21]=1)(=[O:19])=[O:18])[CH2:9][C:10]([O:12]C(C)(C)C)=[O:11])(C)(C)C.CN1CCOCC1.[NH2:42][OH:43].Cl.[OH-].[K+]>C1COCC1.CO>[Br:33][C:30]1[CH:31]=[CH:32][C:27]([O:26][C:23]2[CH:24]=[CH:25][C:20]([S:17]([N:8]([CH2:9][C:10]([OH:12])=[O:11])[CH2:7][C:6](=[O:5])[NH:42][OH:43])(=[O:19])=[O:18])=[CH:21][CH:22]=2)=[CH:28][CH:29]=1 |f:4.5|. Reported procedure: {Carboxymethyl-[4-(4-bromo-phenoxy)-benzenesulphonyl]-amino}-acetic acid (4d) (1.90 g, 4.30 mmol) was dissolved in dry THF (50 mL). ECF (0.35 mL, 3.70 mmol), and NMM (0.40 mL, 3.70 mmol) were added and stirred for 40 min at 0° C. NH2OH×HCl (0.30 g, 4.30 mmol) and KOH (0.24 g, 4.30 mmol) were dissolved in dry MeOH (20 mL) and stirred at 0° C. for 30 min. The solids were filtered off, and the THF solution was added dropwise to the methanol filtrate and stirred for 2 h at 0° C. The reaction mixture... Reactants: C[Li] (methyl lithium), C(C)(=O)OCC.CCCCCC (ethyl acetate n-hexane), FC(S(=O)(=O)OC1=CC(=NC2=C(C=CC=C12)C(C)C)C(=O)OC)(F)F (methyl 4-trifluoromethanesulfonyloxy-8-isopropylquinoline-2-carboxylate), Cl (hydrochloric acid). The reagents and catalysts are [Cl-].[Zn+2].[Cl-] (zinc chloride), C=1C=CC(=CC1)[P](C=2C=CC=CC2)(C=3C=CC=CC3)[Pd]([P](C=4C=CC=CC4)(C=5C=CC=CC5)C=6C=CC=CC6)([P](C=7C=CC=CC7)(C=8C=CC=CC8)C=9C=CC=CC9)[P](C=1C=CC=CC1)(C=1C=CC=CC1)C=1C=CC=CC1 (tetrakis(triphenylphosphine)palladium). Run in O1CCCC1 (tetrahydrofuran), O1CCCC1 (tetrahydrofuran), O1CCCC1 (tetrahydrofuran). Conditions: time 1 hour. The product is C(C)(C)C=1C=CC=C2C(=CC(=NC12)C(=O)OC)C (Methyl 8-isopropyl-4-methylquinoline-2-carboxylate). RXN SMILES: C[Li].FC(F)(F)S(O[C:9]1[C:18]2[C:13](=[C:14]([CH:19]([CH3:21])[CH3:20])[CH:15]=[CH:16][CH:17]=2)[N:12]=[C:11]([C:22]([O:24][CH3:25])=[O:23])[CH:10]=1)(=O)=O.Cl.[C:29](OCC)(=O)C.CCCCCC>O1CCCC1.[Cl-].[Zn+2].[Cl-].C1C=CC([P]([Pd]([P](C2C=CC=CC=2)(C2C=CC=CC=2)C2C=CC=CC=2)([P](C2C=CC=CC=2)(C2C=CC=CC=2)C2C=CC=CC=2)[P](C2C=CC=CC=2)(C2C=CC=CC=2)C2C=CC=CC=2)(C2C=CC=CC=2)C2C=CC=CC=2)=CC=1>[CH:19]([C:14]1[CH:15]=[CH:16][CH:17]=[C:18]2[C:13]=1[N:12]=[C:11]([C:22]([O:24][CH3:25])=[O:23])[CH:10]=[C:9]2[CH3:29])([CH3:21])[CH3:20] |f:3.4,6.7.8,^1:52,54,73,92|. Reported procedure: In 30 ml of tetrahydrofuran were suspended 1.8 g of zinc chloride at room temperature under a nitrogen gas stream. A 1.4M tetrahydrofuran solution of methyl lithium (9.5 ml) was added dropwise to the resulting suspension and the resulting mixture was stirred for one hour. The reaction mixture was added dropwise to a solution of 1 g of methyl 4-trifluoromethanesulfonyloxy-8-isopropylquinoline-2-carboxylate and 153 mg of tetrakis(triphenylphosphine)palladium in 20 ml of tetrahydrofuran, followed b... Yield: 15.0%. As a reaction SMILES: Cl[C:2]1[N:7]=[C:6]([C:8]2[S:12][C:11]([N:13]3[CH2:18][CH2:17][O:16][CH2:15][CH2:14]3)=[N:10][C:9]=2[C:19]2[C:20]([F:37])=[C:21]([NH:25][S:26]([C:29]3[C:34]([F:35])=[CH:33][CH:32]=[CH:31][C:30]=3[F:36])(=[O:28])=[O:27])[CH:22]=[CH:23][CH:24]=2)[CH:5]=[CH:4][N:3]=1.[CH3:38][S:39]([N:42]1[CH2:47][CH2:46][CH:45]([NH2:48])[CH2:44][CH2:43]1)(=[O:41])=[O:40]>FC(F)(F)CO>[F:36][C:30]1[CH:31]=[CH:32][CH:33]=[C:34]([F:35])[C:29]=1[S:26]([NH:25][C:21]1[CH:22]=[CH:23][CH:24]=[C:19]([C:9]2[N:10]=[C:11]([N:13]3[CH2:18][CH2:17][O:16][CH2:15][CH2:14]3)[S:12][C:8]=2[C:6]2[CH:5]=[CH:4][N:3]=[C:2]([NH:48][CH:45]3[CH2:46][CH2:47][N:42]([S:39]([CH3:38])(=[O:41])=[O:40])[CH2:43][CH2:44]3)[N:7]=2)[C:20]=1[F:37])(=[O:28])=[O:27]. Procedure details: Following a procedure analogous to the procedure described in Example 1 using N-{3-[5-(2-chloro-4-pyrimidinyl)-2-(4-morpholinyl)-1,3-thiazol-4-yl]-2-fluorophenyl}-2,6-difluorobenzenesulfonamide (0.107 g, 0.188 mmol) and 1-(methylsulfonyl)-4-piperidinamine (0.3 g, 1.68 mmol) in 2,2,2-trifluoroethanol (2 mL) the title compound was obtained (0.020 g, 0.028 mmol, 15% yield). 1H NMR (400 MHz, DMSO-d6) δ ppm 10.83 (s, 1H), 7.85 (d, J=5.1 Hz, 2H), 7.70-7.57 (m, 2H), 7.42-7.33 (m, 2H), 7.30-7.03 (m, 4H)... Starting materials: ClC1=NC=CC(=N1)C1=C(N=C(S1)N1CCOCC1)C=1C(=C(C=CC1)NS(=O)(=O)C1=C(C=CC=C1F)F)F (N-{3-[5-(2-chloro-4-pyrimidinyl)-2-(4-morpholinyl)-1,3-thiazol-4-yl]-2-fluorophenyl}-2,6-difluorobenzenesulfonamide), CS(=O)(=O)N1CCC(CC1)N (1-(methylsulfonyl)-4-piperidinamine). Solvent: FC(CO)(F)F (2,2,2-trifluoroethanol). Product: FC1=C(C(=CC=C1)F)S(=O)(=O)NC1=C(C(=CC=C1)C=1N=C(SC1C1=NC(=NC=C1)NC1CCN(CC1)S(=O)(=O)C)N1CCOCC1)F (2,6-Difluoro-N-{2-fluoro-3-[5-(2-{[1-(methylsulfonyl)-4-piperidinyl]amino}-4-pyrimidinyl)-2-(4-morpholinyl)-1,3-thiazol-4-yl]phenyl}benzenesulfonamide). Reactants: ClC(Cl)Cl, CCOC(=O)C1(CCCn2c(=O)ccc3cccnc32)CCN(C(=O)OC(C)(C)C)CC1, O=C(O)C(F)(F)F. Product: CCOC(=O)C1(CCCn2c(=O)ccc3cccnc32)CCNCC1. RXN SMILES: [CH:33]([Cl:34])([Cl:35])[Cl:36].[O:1]=[c:2]1[n:3]([CH2:12][CH2:13][CH2:14][C:15]2([C:28](=[O:29])[O:30][CH2:31][CH3:32])[CH2:16][CH2:17][N:18]([C:21]([O:22][C:23]([CH3:24])([CH3:25])[CH3:26])=[O:27])[CH2:19][CH2:20]2)[c:4]2[n:5][cH:6][cH:7][cH:8][c:9]2[cH:10][cH:11]1.[OH:37][C:38]([C:39]([F:40])([F:41])[F:42])=[O:43]>>[O:1]=[c:2]1[n:3]([CH2:12][CH2:13][CH2:14][C:15]2([C:28](=[O:29])[O:30][CH2:31][CH3:32])[CH2:16][CH2:17][NH:18][CH2:19][CH2:20]2)[c:4]2[n:5][cH:6][cH:7][cH:8][c:9]2[cH:10][cH:11]1. Solvent: CN(C=O)C (dimethylformamide), O (water). Starting materials: C1(=CC=CC=C1)CCS (Phenylethylmercaptan), C(#N)C1=CC(=C(C=O)C=C1)F (4-cyano-2-fluorobenzaldehyde), C([O-])([O-])=O.[K+].[K+] (potassium carbonate). Conditions: temperature 75 celsius. Product: C(#N)C1=CC(=C(C=O)C=C1)SCCC1=CC=CC=C1 (4-cyano-2-(2-phenylethylthio)benzaldehyde). RXN SMILES: [C:1]1([CH2:7][CH2:8][SH:9])[CH:6]=[CH:5][CH:4]=[CH:3][CH:2]=1.[C:10]([C:12]1[CH:19]=[CH:18][C:15]([CH:16]=[O:17])=[C:14](F)[CH:13]=1)#[N:11].C(=O)([O-])[O-].[K+].[K+]>CN(C)C=O.O>[C:10]([C:12]1[CH:19]=[CH:18][C:15]([CH:16]=[O:17])=[C:14]([S:9][CH2:8][CH2:7][C:1]2[CH:6]=[CH:5][CH:4]=[CH:3][CH:2]=2)[CH:13]=1)#[N:11] |f:2.3.4|. Procedure details: Phenylethylmercaptan (2.14 ml, 16 mmol) was added to a stirred suspension of 4-cyano-2-fluorobenzaldehyde (2.23 g, 15 mmol) and potassium carbonate (2.21 g, 16 mmol) in dimethylformamide (10 ml) at room temperature under nitrogen atmosphere. The mixture was heated to 75° C. for 1 hour, then cooled and diluted with water (15 ml). A yellow solid precipitated and was filtered, washed with water and then crystallised from cyclohexane (250 ml) to give pale needles of 4-cyano-2-(2-phenylethylthio)benz... Starting materials: CCSC(C)CC1CC(=O)C(C(=O)CC)C(=O)C1C, C=CCON, CCO, Cl, O. Product: C=CCONC(CC)=C1C(=O)CC(CC(C)SCC)C(C)C1=O. As a reaction SMILES: [C:4]([CH2:5][CH3:6])(=[O:7])[CH:8]1[C:9](=[O:22])[CH2:10][CH:11]([CH2:16][CH:17]([CH3:18])[S:19][CH2:20][CH3:21])[CH:12]([CH3:15])[C:13]1=[O:14].[CH2:23]([CH:24]=[CH2:25])[O:26][NH2:27].[CH3:1][CH2:2][OH:3].[ClH:28].[OH2:29]>>[C:4]([CH2:5][CH3:6])(=[C:8]1[C:9](=[O:22])[CH2:10][CH:11]([CH2:16][CH:17]([CH3:18])[S:19][CH2:20][CH3:21])[CH:12]([CH3:15])[C:13]1=[O:14])[NH:27][O:26][CH2:23][CH:24]=[CH2:25].